From a dataset of the Open Reaction Database (ORD), a public repository of structured organic reaction records. describe an organic reaction: reactants, conditions, products, and yield The reactants are C(C)(C)(C)C1=CC=C(C=C1)C=1C=2C=CC(=CC2C(CC1)(C)C)[Se]C#CC1=CC=C(C(=O)OC)C=C1 (methyl 4-[5-(4-tert-butylphenyl)-8,8-dimethyl-7,8-dihydro-2-naphthylselanylethynyl]benzoate), O.[OH-].[Li+] (lithium hydroxide monohydrate). Yields the product C(C)(C)(C)C1=CC=C(C=C1)C=1C=2C=CC(=CC2C(CC1)(C)C)[Se]C#CC1=CC=C(C(=O)O)C=C1 (4-[5-(4-tert-Butylphenyl)-8,8-dimethyl-7,8-dihydro-2-naphthylselanylethynyl]benzoic acid). Reaction SMILES: [C:1]([C:5]1[CH:10]=[CH:9][C:8]([C:11]2[C:12]3[CH:13]=[CH:14][C:15]([Se:23][C:24]#[C:25][C:26]4[CH:35]=[CH:34][C:29]([C:30]([O:32]C)=[O:31])=[CH:28][CH:27]=4)=[CH:16][C:17]=3[C:18]([CH3:22])([CH3:21])[CH2:19][CH:20]=2)=[CH:7][CH:6]=1)([CH3:4])([CH3:3])[CH3:2].O.[OH-].[Li+]>>[C:1]([C:5]1[CH:6]=[CH:7][C:8]([C:11]2[C:12]3[CH:13]=[CH:14][C:15]([Se:23][C:24]#[C:25][C:26]4[CH:35]=[CH:34][C:29]([C:30]([OH:32])=[O:31])=[CH:28][CH:27]=4)=[CH:16][C:17]=3[C:18]([CH3:22])([CH3:21])[CH2:19][CH:20]=2)=[CH:9][CH:10]=1)([CH3:2])([CH3:3])[CH3:4] |f:1.2.3|. Procedure details: In a manner similar to that of Example 1 g, by reacting 0.28 g (0.5 mmol) of methyl 4-[5-(4-tert-butylphenyl)-8,8-dimethyl-7,8-dihydro-2-naphthylselanylethynyl]benzoate with 0.28 g (6.6 mmol) of lithium hydroxide monohydrate, a cream-colored powder is obtained (0.08 g; yield=30%; m.p.=231° C.). The reactants are C=CC1CC1(NC(=O)C1CC(OC(=O)c2ccc([N+](=O)[O-])cc2)CN1C(=O)OC(C)(C)C)C(=O)OCC, ClCCl, O=C(O)C(F)(F)F. Yields the product C=CC1CC1(NC(=O)C1CC(OC(=O)c2ccc([N+](=O)[O-])cc2)CN1)C(=O)OCC. RXN SMILES: [C:1]([O:2][C:3](=[O:4])[N:8]1[CH:9]([C:25]([NH:26][C:27]2([C:32](=[O:33])[O:34][CH2:35][CH3:36])[CH:28]([CH:30]=[CH2:31])[CH2:29]2)=[O:37])[CH2:10][CH:11]([O:13][C:14]([c:15]2[cH:16][cH:17][c:18]([N+:21](=[O:22])[O-:23])[cH:19][cH:20]2)=[O:24])[CH2:12]1)([CH3:5])([CH3:6])[CH3:7].[Cl:45][CH2:46][Cl:47].[F:38][C:39]([F:40])([F:41])[C:42]([OH:43])=[O:44]>>[NH:8]1[CH:9]([C:25]([NH:26][C:27]2([C:32](=[O:33])[O:34][CH2:35][CH3:36])[CH:28]([CH:30]=[CH2:31])[CH2:29]2)=[O:37])[CH2:10][CH:11]([O:13][C:14]([c:15]2[cH:16][cH:17][c:18]([N+:21](=[O:22])[O-:23])[cH:19][cH:20]2)=[O:24])[CH2:12]1. The product is C1=C(C=CC=2C(C3=C(C=CC21)C=CC=C3)=O)C(C(=O)O)C (2-(5H-dibenzo[a,d]cyclohepten-5-on-2-yl)propionic acid). Isolated yield 75.0%. Procedure: 23.4 Gm. of 5,5-ethylenedioxy-5H-dibenzo[a,d]cyclohepten-2-yl acetonitrile is refluxed for 7 hours in 160 ml. of acetic acid and 240 ml. of concentrated hydrochloric acid. The solution is cooled and added to ethyl acetate and water. The organic layer is washed with water then extracted with aqueous sodium carbonate. The extract is acidified with hydrochloric acid and extracted with ethyl acetate. The extract is dried and evaporated to afford the product which is recrystallized from acetone/hexan... Solvent: C(C)(=O)O (acetic acid), O (water), C(C)(=O)OCC (ethyl acetate). The reactants are C1OC2(C3=C(C=CC4=C2C=CC(=C4)CC#N)C=CC=C3)OC1 (5,5-ethylenedioxy-5H-dibenzo[a,d]cyclohepten-2-yl acetonitrile), C1OC2(C3=C(C=CC4=C2C=CC(=C4)C(C#N)C)C=CC=C3)OC1 (2-(5,5-ethylenedioxy-5H-dibenzo[a,d]cyclohepten-2-yl)propionitrile), Cl (hydrochloric acid), C1=C(C=CC=2C(C3=C(C=CC21)C=CC=C3)=O)CC(=O)O (5H-dibenzo[a,d]cyclohepten-5-on-2-yl acetic acid). Reaction SMILES: [CH2:1]1COC2(C3C=CC(CC#N)=CC=3C=CC3C=CC=CC2=3)O1.Cl.[CH:24]1[C:34]2[CH:33]=[CH:32][C:31]3[CH:35]=[CH:36][CH:37]=[CH:38][C:30]=3[C:29](=[O:39])[C:28]=2[CH:27]=[CH:26][C:25]=1[CH2:40][C:41]([OH:43])=[O:42].C1COC2(C3C=CC(C(C)C#N)=CC=3C=CC3C=CC=CC2=3)O1>O.C(OCC)(=O)C.C(O)(=O)C>[CH:24]1[C:34]2[CH:33]=[CH:32][C:31]3[CH:35]=[CH:36][CH:37]=[CH:38][C:30]=3[C:29](=[O:39])[C:28]=2[CH:27]=[CH:26][C:25]=1[CH:40]([CH3:1])[C:41]([OH:43])=[O:42]. Starting materials: Cl (hydrochloric acid), C(#N)C1=CC=C(C=N1)C1=CC=CC=2N(C3=CC=CC=C3C12)C1=CC(=C(C(=O)OC(C)(C)C)C=C1)NC1CC2CCC(C1)N2C (2-methylpropan-2-yl 4-[4-(6-cyanopyridin-3-yl)-9H-carbazol-9-yl]-2-[(8-methyl-8-azabicyclo[3.2.1]oct-3-yl)amino]benzoate). Solvent: O1CCOCC1 (dioxane). Reaction conditions: temperature 100 celsius. Product: Cl.C(#N)C1=CC=C(C=N1)C1=CC=CC=2N(C3=CC=CC=C3C12)C1=CC(=C(C(=O)O)C=C1)NC1CC2CCC(C1)N2C (4-[4-(6-cyanopyridin-3-yl)-9H-carbazol-9-yl]-2-[(8-methyl-8-azabicyclo[3.2.1]oct-3-yl)amino]benzoic acid hydrochloride). Reaction SMILES: [ClH:1].[C:2]([C:4]1[N:9]=[CH:8][C:7]([C:10]2[C:22]3[C:21]4[C:16](=[CH:17][CH:18]=[CH:19][CH:20]=4)[N:15]([C:23]4[CH:35]=[CH:34][C:26]([C:27]([O:29]C(C)(C)C)=[O:28])=[C:25]([NH:36][CH:37]5[CH2:43][CH:42]6[N:44]([CH3:45])[CH:39]([CH2:40][CH2:41]6)[CH2:38]5)[CH:24]=4)[C:14]=3[CH:13]=[CH:12][CH:11]=2)=[CH:6][CH:5]=1)#[N:3]>O1CCOCC1>[ClH:1].[C:2]([C:4]1[N:9]=[CH:8][C:7]([C:10]2[C:22]3[C:21]4[C:16](=[CH:17][CH:18]=[CH:19][CH:20]=4)[N:15]([C:23]4[CH:35]=[CH:34][C:26]([C:27]([OH:29])=[O:28])=[C:25]([NH:36][CH:37]5[CH2:43][CH:42]6[N:44]([CH3:45])[CH:39]([CH2:40][CH2:41]6)[CH2:38]5)[CH:24]=4)[C:14]=3[CH:13]=[CH:12][CH:11]=2)=[CH:6][CH:5]=1)#[N:3] |f:3.4|. Procedure details: 3.49 ml of 1N hydrochloric acid are added to a solution of 340 mg of 2-methylpropan-2-yl 4-[4-(6-cyanopyridin-3-yl)-9H-carbazol-9-yl]-2-[(8-methyl-8-azabicyclo[3.2.1]oct-3-yl)amino]benzoate in 6 ml of dioxane. The reaction mixture is heated at 100° C. in a microwave for 2 hours and then concentrated under reduced pressure. The residue is purified by trituration with diisopropyl ether, so as to give 330 mg of 4-[4-(6-cyanopyridin-3-yl)-9H-carbazol-9-yl]-2-[(8-methyl-8-azabicyclo[3.2.1]oct-3-yl)am... Starting materials: O=C1CCC(=O)N1Br, O=C(O)c1c(-c2ccccc2)nn2c1CCC2, CCOC(C)=O. The product is Brc1c(-c2ccccc2)nn2c1CCC2. RXN SMILES: [Br:18][N:19]1[C:20](=[O:21])[CH2:22][CH2:23][C:24]1=[O:25].[C:1]([OH:2])(=[O:3])[c:4]1[c:5]2[n:6]([n:7][c:8]1-[c:9]1[cH:10][cH:11][cH:12][cH:13][cH:14]1)[CH2:15][CH2:16][CH2:17]2.[CH3:26][CH2:27][O:28][C:29]([CH3:30])=[O:31]>>[c:4]1([Br:18])[c:5]2[n:6]([n:7][c:8]1-[c:9]1[cH:10][cH:11][cH:12][cH:13][cH:14]1)[CH2:15][CH2:16][CH2:17]2. Reactants: BrC1=CN=C(S1)N1C2CN3CC(CC(C1)C3)C2 (4-(5-bromo-1,3-thiazol-2-yl)-1,4-diazatricyclo[4.3.1.13,8]undecane), FC=1C=C(C=CC1)B(O)O (3-fluorophenylboronic acid). The product is FC=1C=C(C=CC1)C1=CN=C(S1)N1C2CN3CC(CC(C1)C3)C2 (4-[5-(3-fluorophenyl)-1,3-thiazol-2-yl]-1,4-diazatricyclo[4.3.1.13,8]undecane). Reaction SMILES: Br[C:2]1[S:6][C:5]([N:7]2[CH2:15][CH:14]3[CH2:16][N:10]4[CH2:11][CH:12]([CH2:17][CH:8]2[CH2:9]4)[CH2:13]3)=[N:4][CH:3]=1.[F:18][C:19]1[CH:20]=[C:21](B(O)O)[CH:22]=[CH:23][CH:24]=1>>[F:18][C:19]1[CH:24]=[C:23]([C:2]2[S:6][C:5]([N:7]3[CH2:15][CH:14]4[CH2:16][N:10]5[CH2:11][CH:12]([CH2:17][CH:8]3[CH2:9]5)[CH2:13]4)=[N:4][CH:3]=2)[CH:22]=[CH:21][CH:20]=1. Procedure: The title compound was prepared from the product of Example 105A and 3-fluorophenylboronic acid according to General Method C: LC-MS Method D (ESI+) m/z 330.0 (M+H)+, retention time 1.55 minutes. The yield is 45.7%. Run in C(C)O (ethanol). Reagents/catalysts: [OH-].[Pd+2].[OH-] (palladium hydroxide). Reactants: Cl (hydrochloric acid), NC(=NC(=O)C1=CC=2N(C3=CC=CC=C3C2C=C1)C1CN(C1)C(C1=CC=CC=C1)C1=CC=CC=C1)N (N-(diaminomethylene)-9-[1-(diphenylmethyl)-azetidin-3-yl]-9H-carbazole-2-carboxamide). Run at time 4 day. RXN SMILES: Cl.[NH2:2][C:3]([NH2:37])=[N:4][C:5]([C:7]1[CH:19]=[CH:18][C:17]2[C:16]3[C:11](=[CH:12][CH:13]=[CH:14][CH:15]=3)[N:10]([CH:20]3[CH2:23][N:22](C(C4C=CC=CC=4)C4C=CC=CC=4)[CH2:21]3)[C:9]=2[CH:8]=1)=[O:6]>[OH-].[Pd+2].[OH-].C(O)C>[NH:22]1[CH2:23][CH:20]([N:10]2[C:9]3[CH:8]=[C:7]([C:5]([N:4]=[C:3]([NH2:37])[NH2:2])=[O:6])[CH:19]=[CH:18][C:17]=3[C:16]3[C:11]2=[CH:12][CH:13]=[CH:14][CH:15]=3)[CH2:21]1 |f:2.3.4|. Procedure details: A 1.26 ml portion of 1 M hydrochloric acid and 30 mg of 20% palladium hydroxide were added to 9 ml ethanol solution of 300 mg N-(diaminomethylene)-9-[1-(diphenylmethyl)-azetidin-3-yl]-9H-carbazole-2-carboxamide, followed by stirring at room temperature for 4 days under an atmosphere of hydrogen gas. After carrying out celite filtration after adding 1 M sodium hydroxide aqueous solution, the solvent was evaporated, followed by purification by Chromatorex (methanol/chloroform) to obtain 89 mg of 9... The product is N1CC(C1)N1C2=CC=CC=C2C=2C=CC(=CC12)C(=O)N=C(N)N (9-azetidin-3-yl-N-(diaminomethylene)-9H-carbazole-2-carboxamide). Reagents/catalysts: [Pd] (palladium on carbon). Run in C(C)O (ethanol). As a reaction SMILES: [N:1]([C@H:4]([CH3:22])[CH2:5][CH2:6][CH2:7][CH2:8][N:9]1[C:18](=[O:19])[C:17]2[N:16]([CH3:20])[CH:15]=[N:14][C:13]=2[N:12]([CH3:21])[C:10]1=[O:11])=[N+]=[N-].[H][H]>C(O)C.[Pd]>[NH2:1][C@H:4]([CH3:22])[CH2:5][CH2:6][CH2:7][CH2:8][N:9]1[C:18](=[O:19])[C:17]2[N:16]([CH3:20])[CH:15]=[N:14][C:13]=2[N:12]([CH3:21])[C:10]1=[O:11]. The reactants are N(=[N+]=[N-])[C@@H](CCCCN1C(=O)N(C=2N=CN(C2C1=O)C)C)C ((R)-1-(5-azidohexyl)-3,7-dimethylxanthine), [H][H] (hydrogen). The product is N[C@@H](CCCCN1C(=O)N(C=2N=CN(C2C1=O)C)C)C ((R)-1-(5-aminohexyl)-3,7-dimethylxanthine). Reported procedure: A solution of the (R)-1-(5-azidohexyl)-3,7-dimethylxanthine (620 mg) in ethanol (25 ml) was hydrogenated at 70 psi of hydrogen gas in presence of 10% palladium on carbon (150 mg) for 12 hours. After filtration to remove the catalyst, the filtrate was concentrated under reduced pressure to provide (R)-1-(5-aminohexyl)-3,7-dimethylxanthine.